Dataset: the Open Reaction Database (ORD), a public repository of structured organic reaction records. Task: describe an organic reaction: reactants, conditions, products, and yield The reactants are [N+](=O)([O-])C=1C=C(C=C(C1)[N+](=O)[O-])OC (3.5-Dinitroanisole). Procedure details: 3.5-Dinitroanisole (20 gm.) is suspended in methanol (250 ml.) and 5% palladium on charcoal (2.0 gm.) added. Reduction is carried out in a Parr apparatus for one hour. The solution is filtered with suction and the catalyst washed with a few cc of methanol. Removal of the methanol gives a clear brown glass which crystallized on standing. Extraction with boiling benzene (250 ml.) and treatment with Darco® gives white needles (8.7 gm., m.p. 79-80°, 63% yield). The reagents and catalysts are [Pd] (palladium on charcoal). RXN SMILES: [N+:1]([C:4]1[CH:5]=[C:6]([O:13][CH3:14])[CH:7]=[C:8]([N+:10]([O-])=O)[CH:9]=1)([O-])=O>CO.[Pd]>[NH2:1][C:4]1[CH:5]=[C:6]([O:13][CH3:14])[CH:7]=[C:8]([NH2:10])[CH:9]=1. Isolated yield 63.0%. Product: NC=1C=C(C=C(C1)N)OC (3,5-Diaminoanisole). Reaction conditions: time 1 hour. The solvent is CO (methanol).